This data is from the Open Reaction Database (ORD), a public repository of structured organic reaction records. The task is: describe an organic reaction: reactants, conditions, products, and yield The reactants are CN(C)C=O (DMF), COC=1C(=C(C(=O)OCC)C=CC1C1=CC=C(C=C1)C)C#C (ethyl 3-methoxy-4-(4-methylphenyl)-ethynylbenzoate), [Cl-].[NH+]1=CC=CC=C1 (pyridinium chloride), Cl (hydrochloric acid). Reaction conditions: temperature 200 celsius, time 2 hour. The product is CC1=CC=C(C=C1)C=1OC2=C(C1)C=CC(=C2)C(=O)O (2-(4-methylphenyl)benzofuran-6-carboxylic acid). RXN SMILES: C[O:2][C:3]1[C:4](C#C)=[C:5]([CH:11]=[CH:12][C:13]=1[C:14]1[CH:19]=[CH:18][C:17](C)=[CH:16][CH:15]=1)[C:6]([O:8]CC)=[O:7].[Cl-].[NH+]1C=CC=[CH:26][CH:25]=1.Cl.[CH3:31]N(C=O)C>>[CH3:31][C:15]1[CH:16]=[CH:17][C:18]([C:19]2[O:2][C:3]3[CH:4]=[C:5]([C:6]([OH:8])=[O:7])[CH:11]=[CH:12][C:13]=3[CH:14]=2)=[CH:26][CH:25]=1 |f:1.2|. Reported procedure: A mixture of ethyl 3-methoxy-4-(4-methylphenyl)-ethynylbenzoate (1.5 g) and pyridinium chloride (9.0 g) was stirred at 200° C. for 2 hours, and then cooled to 100° C. To the mixture was added DMF (20 ml), and the mixture was cooled to room temperature. To the mixture was added 1N hydrochloric acid, and the mixture was extracted with ethyl acetate. The organic layer was washed with saturated brine and dried with magnesium sulfate. Under reduced pressure, the mixture was concentrated, and the prec... Starting materials: Cl (HCl), FC1=CC(=C(C(=O)OC)C=C1)O (Methyl 4-fluoro-2-hydroxybenzoate), BrCC1=CC=C(C=C1)OC (1-(bromomethyl)-4-methoxybenzene), [H-].[Na+] (Sodium hydride). The solvent is CN(C=O)C (N,N-dimethylformamide). Conditions: time 15 minute. Product: COC(C1=C(C=C(C=C1)F)OCC1=CC=C(C=C1)OC)=O (4-Fluoro-2-(4-methoxy-benzyloxy)-benzoic acid methyl ester). RXN SMILES: [F:1][C:2]1[CH:11]=[CH:10][C:5]([C:6]([O:8][CH3:9])=[O:7])=[C:4]([OH:12])[CH:3]=1.[H-].[Na+].Br[CH2:16][C:17]1[CH:22]=[CH:21][C:20]([O:23][CH3:24])=[CH:19][CH:18]=1.Cl>CN(C)C=O>[CH3:9][O:8][C:6](=[O:7])[C:5]1[CH:10]=[CH:11][C:2]([F:1])=[CH:3][C:4]=1[O:12][CH2:16][C:17]1[CH:22]=[CH:21][C:20]([O:23][CH3:24])=[CH:19][CH:18]=1 |f:1.2|. Procedure: Methyl 4-fluoro-2-hydroxybenzoate (1661 mg) was added to N,N-dimethylformamide (50 mL). Sodium hydride (60% in mineral oil, 430 mg) was added, the solution stirred for 15 minutes at room temperature, and 1-(bromomethyl)-4-methoxybenzene (2061 mg) was added. The solution was stirred at room temperature for three days, added to 0.01M aqueous HCl, and extracted with ethyl acetate. The organic phase was washed with water twice, washed with brine, and dried over anhydrous sodium sulfate. After filtra... The reactants are Cc1ccc(Br)c2c1NCC2, COc1cc2ncnc(Cl)c2cc1OC, CN(C)C=O. The product is COc1cc2ncnc(N3CCc4c(Br)ccc(C)c43)c2cc1OC. RXN SMILES: [Br:1][c:2]1[c:3]2[c:7]([c:8]([CH3:11])[cH:9][cH:10]1)[NH:6][CH2:5][CH2:4]2.[Cl:12][c:13]1[n:14][cH:15][n:16][c:17]2[cH:18][c:19]([O:25][CH3:26])[c:20]([O:23][CH3:24])[cH:21][c:22]12.[O:27]=[CH:28][N:29]([CH3:30])[CH3:31]>>[Br:1][c:2]1[c:3]2[c:7]([c:8]([CH3:11])[cH:9][cH:10]1)[N:6]([c:13]1[n:14][cH:15][n:16][c:17]3[cH:18][c:19]([O:25][CH3:26])[c:20]([O:23][CH3:24])[cH:21][c:22]13)[CH2:5][CH2:4]2. The reactants are ice water, [Cl-].[Al+3].[Cl-].[Cl-] (aluminum chloride), C1(C=2C(C(=O)O1)=CC=CC2)=O (phthalic anhydride), C1(=CC=CC=C1)OC (anisole). The solvent is C(=S)=S (carbon disulfide). Conditions: time 2.5 hour. Product: COC1=CC=C(C(=O)C2=C(C(=O)O)C=CC=C2)C=C1 (2-(4-methoxybenzoyl)benzoic acid). RXN SMILES: [Cl-].[Al+3].[Cl-].[Cl-].[C:5]1(=[O:15])[O:10][C:8](=[O:9])[C:7]2=[CH:11][CH:12]=[CH:13][CH:14]=[C:6]12.[C:16]1([O:22][CH3:23])[CH:21]=[CH:20][CH:19]=[CH:18][CH:17]=1>C(=S)=S>[CH3:23][O:22][C:16]1[CH:21]=[CH:20][C:19]([C:8]([C:7]2[CH:11]=[CH:12][CH:13]=[CH:14][C:6]=2[C:5]([OH:10])=[O:15])=[O:9])=[CH:18][CH:17]=1 |f:0.1.2.3|. Procedure details: Anhydrous aluminum chloride (140 g) was added at ambient temperature to a vigorously stirred mixture of 148 g of phthalic anhydride, 250 ml anisole, and 250 ml carbon disulfide. After 2.5 hours, the solution was hydrolyzed with ice water and the organic solvents were removed by steam distillation. A gray solid which precipitated when the residual solution cooled to room temperature was separated from the liquid by decantation and dissolved in ca. 1 L chloroform. Rotary evaporation of the chlorof...